From a dataset of the Open Reaction Database (ORD), a public repository of structured organic reaction records. describe an organic reaction: reactants, conditions, products, and yield Reactants: CC(=O)[O-], CCOC(C)=O, Cc1nc(Oc2ccccc2)c2nc(C)n(CCOc3ccccc3)c2c1C, [NH4+]. The product is Cc1nc(N)c2nc(C)n(CCOc3ccccc3)c2c1C. RXN SMILES: [CH3:2][C:3](=[O:4])[O-:5].[CH3:34][CH2:35][O:36][C:37](=[O:38])[CH3:39].[CH3:6][c:7]1[n:8]([CH2:25][CH2:26][O:27][c:28]2[cH:29][cH:30][cH:31][cH:32][cH:33]2)[c:9]2[c:10]([c:11]([O:17][c:18]3[cH:19][cH:20][cH:21][cH:22][cH:23]3)[n:12][c:13]([CH3:16])[c:14]2[CH3:15])[n:24]1.[NH4+:1]>>[NH2:1][c:11]1[c:10]2[c:9]([n:8]([CH2:25][CH2:26][O:27][c:28]3[cH:29][cH:30][cH:31][cH:32][cH:33]3)[c:7]([CH3:6])[n:24]2)[c:14]([CH3:15])[c:13]([CH3:16])[n:12]1. The reactants are COCCOC (DME), BrC=1C=CC2=C(C=C(O2)CO)C1 ((5-bromo-1-benzofuran-2-yl)methanol), COC(=O)C1=CC=C(C=C1)B(O)O (4-(Methoxycarbonyl)phenyl boronic acid), C(=O)([O-])[O-].[Na+].[Na+] (Na2CO3). Reagents/catalysts: [Pd].C1(=CC=CC=C1)P(C1=CC=CC=C1)C1=CC=CC=C1.C1(=CC=CC=C1)P(C1=CC=CC=C1)C1=CC=CC=C1.C1(=CC=CC=C1)P(C1=CC=CC=C1)C1=CC=CC=C1.C1(=CC=CC=C1)P(C1=CC=CC=C1)C1=CC=CC=C1 (tetrakis(triphenylphosphine) palladium(0)). The solvent is CO (MeOH), CO.C(Cl)Cl (MeOH CH2Cl2). Run at time 10 minute. Product: OCC=1OC2=C(C1)C=C(C=C2)C2=CC=C(C(=O)OC)C=C2 (Methyl 4-[2-(hydroxymethyl)-1-benzofuran-5-yl]benzoate). Isolated yield 79.8%. As a reaction SMILES: COCCOC.Br[C:8]1[CH:9]=[CH:10][C:11]2[O:15][C:14]([CH2:16][OH:17])=[CH:13][C:12]=2[CH:18]=1.[CH3:19][O:20][C:21]([C:23]1[CH:28]=[CH:27][C:26](B(O)O)=[CH:25][CH:24]=1)=[O:22].C([O-])([O-])=O.[Na+].[Na+]>CO.[Pd].C1(P(C2C=CC=CC=2)C2C=CC=CC=2)C=CC=CC=1.C1(P(C2C=CC=CC=2)C2C=CC=CC=2)C=CC=CC=1.C1(P(C2C=CC=CC=2)C2C=CC=CC=2)C=CC=CC=1.C1(P(C2C=CC=CC=2)C2C=CC=CC=2)C=CC=CC=1.CO.C(Cl)Cl>[OH:17][CH2:16][C:14]1[O:15][C:11]2[CH:10]=[CH:9][C:8]([C:26]3[CH:27]=[CH:28][C:23]([C:21]([O:20][CH3:19])=[O:22])=[CH:24][CH:25]=3)=[CH:18][C:12]=2[CH:13]=1 |f:3.4.5,7.8.9.10.11,12.13|. Procedure details: To 4 mL DME under Ar was added (5-bromo-1-benzofuran-2-yl)methanol (Example 3, 250 mg, 1.10 mmol) and Ar was bubbled through the mixture for 2 minutes to remove any dissolved oxygen. To this mixture was then added 37.6 mg (0.033 mmol) tetrakis(triphenylphosphine) palladium(0) and the reaction was stirred for 10 minutes at rt. 4-(Methoxycarbonyl)phenyl boronic acid (218 mg, 1.21 mmol) and 2.64 mL of 1 M Na2CO3 were then added, and the mixture was then heated to 100° C. for 2.5 hours under Ar. At ... Starting materials: O=C([O-])[O-], COC(=O)Cc1ccc(O)c(Oc2ccc([N+](=O)[O-])cc2CSCC(F)(F)F)c1, O=C([O-])C(F)(F)Cl, [K+], [K+], [Na+], CN(C)C=O, O. Product: COC(=O)Cc1ccc(OC(F)F)c(Oc2ccc([N+](=O)[O-])cc2CSCC(F)(F)F)c1. Reaction SMILES: [C:38](=[O:39])([O-:40])[O-:41].[CH3:1][O:2][C:3]([CH2:4][c:5]1[cH:6][c:7]([O:12][c:13]2[c:14]([CH2:22][S:23][CH2:24][C:25]([F:26])([F:27])[F:28])[cH:15][c:16]([N+:19](=[O:20])[O-:21])[cH:17][cH:18]2)[c:8]([OH:11])[cH:9][cH:10]1)=[O:29].[Cl:30][C:31]([C:32]([O-:33])=[O:34])([F:35])[F:36].[K+:42].[K+:43].[Na+:37].[O:44]=[CH:45][N:46]([CH3:47])[CH3:48].[OH2:49]>>[CH3:1][O:2][C:3]([CH2:4][c:5]1[cH:6][c:7]([O:12][c:13]2[c:14]([CH2:22][S:23][CH2:24][C:25]([F:26])([F:27])[F:28])[cH:15][c:16]([N+:19](=[O:20])[O-:21])[cH:17][cH:18]2)[c:8]([O:11][CH:31]([F:35])[F:36])[cH:9][cH:10]1)=[O:29]. Reactants: Cl (HCl), [OH-].[Na+] (NaOH), CO (methanol), C(C)OC(=O)C1=C(SC=C1C1=CC(=CC=C1)OC)N1C(C2=CC=CC=C2C1=O)=O (2-(1,3-dioxo-1,3-dihydroisoindol-2-yl)-4-(3-methoxyphenyl)-thiophene-3-carboxylic acid ethyl ester). The solvent is O (H2O), O (water). Yields the product O=C1N(C(C2=CC=CC=C12)=O)C=1SC=C(C1C(=O)O)C1=CC(=CC=C1)OC (2-(1,3-Dioxo-1,3-dihydroisoindol-2-yl)-4-(3-methoxyphenyl)-thiophene-3-carboxylic acid). As a reaction SMILES: [OH-].[Na+].CO.C([O:7][C:8]([C:10]1[C:14]([C:15]2[CH:20]=[CH:19][CH:18]=[C:17]([O:21][CH3:22])[CH:16]=2)=[CH:13][S:12][C:11]=1[N:23]1[C:31](=[O:32])[C:30]2[C:25](=[CH:26][CH:27]=[CH:28][CH:29]=2)[C:24]1=[O:33])=[O:9])C.Cl>O>[O:32]=[C:31]1[C:30]2[C:25](=[CH:26][CH:27]=[CH:28][CH:29]=2)[C:24](=[O:33])[N:23]1[C:11]1[S:12][CH:13]=[C:14]([C:15]2[CH:20]=[CH:19][CH:18]=[C:17]([O:21][CH3:22])[CH:16]=2)[C:10]=1[C:8]([OH:9])=[O:7] |f:0.1|. Procedure: To a solution of NaOH (1.4 mmol) in a 1:1 mixture of methanol:H2O (6 mL) is added 2-(1,3-dioxo-1,3-dihydroisoindol-2-yl)-4-(3-methoxyphenyl)-thiophene-3-carboxylic acid ethyl ester (0.7 mmol, Example 18 & 19, Part C). The mixture is heated to reflux for 90 min, then diluted with water (12 mL), chilled in an ice bath, and acidified with concentrated HCl. The product that precipitates is collected by filtration, washed with water, and dried, affording the desired compound.